From a dataset of the Open Reaction Database (ORD), a public repository of structured organic reaction records. describe an organic reaction: reactants, conditions, products, and yield Reactants: N(N)C1=CC(N(C(N1CC1=CC=NC=C1)=O)CCC)=O (6-hydrazino-1-(4-pyridylmethyl)-3-propyluracil), CN=C=S (methyl isothiocyanate), CO (methanol). The solvent is CN(C)C=O (DMF). Reaction conditions: time 14 hour. Product: CNC1=NNC=2N(C(N(C(C21)=O)CCC)=O)CC2=CC=NC=C2 (3-Methylamino-7-(4-pyridylmethyl)-5-propylpyrazolo[3,4-d]pyrimidine-4,6(5H,7H)-dione). Reaction SMILES: [NH:1]([C:3]1[N:8]([CH2:9][C:10]2[CH:15]=[CH:14][N:13]=[CH:12][CH:11]=2)[C:7](=[O:16])[N:6]([CH2:17][CH2:18][CH3:19])[C:5](=[O:20])[CH:4]=1)[NH2:2].[CH3:21][N:22]=[C:23]=S.CO>CN(C=O)C>[CH3:21][NH:22][C:23]1[C:4]2[C:5](=[O:20])[N:6]([CH2:17][CH2:18][CH3:19])[C:7](=[O:16])[N:8]([CH2:9][C:10]3[CH:11]=[CH:12][N:13]=[CH:14][CH:15]=3)[C:3]=2[NH:1][N:2]=1. Procedure: A solution of 6-hydrazino-1-(4-pyridylmethyl)-3-propyluracil (1.5 g, 5.7 mM) and methyl isothiocyanate (1.55 ml, 23 mM) in DMF (15 ml) was heated at 90° C. for 14 hours and then at 110° C. for 14 hours. To the reaction solution was added 50% methanol (10 ml) and the mixture was cooled to give crystals. Recrystallization from DMF/ethanol/water afforded colorless needles (1.02 g, 57%), m.p. >300° C. Starting materials: N1N=CC(=C1)C1=CC2=C(C=N1)C=NN2C2=CC=CC(=N2)N2CCN(CC(C2)O)C(=O)OC(C)(C)C (tert-butyl 4-(6-(6-(1H-pyrazol-4-yl)-1H-pyrazolo[4,3-c]pyridin-1-yl)pyridin-2-yl)-6-hydroxy-1,4-diazepane-1-carboxylate), FC(S(=O)(=O)OCC(F)(F)F)(F)F (2,2,2-trifluoroethyl trifluoromethanesulfonate), C(=O)([O-])[O-].[K+].[K+] (K2CO3). Solvent: CN(C)C=O (DMF). Run at time 18 hour. Product: OC1CN(CCN(C1)C(=O)OC(C)(C)C)C1=NC(=CC=C1)N1N=CC=2C=NC(=CC21)C=2C=NN(C2)CC(F)(F)F (tert-butyl(±)-6-hydroxy-4-(6-(6-(1-(2,2,2-trifluoroethyl)-1H-pyrazol-4-yl)-1H-pyrazolo[4,3-c]pyridin-1-yl)pyridin-2-yl)-1,4-diazepane-1-carboxylate). Isolated yield 45.9%. As a reaction SMILES: [NH:1]1[CH:5]=[C:4]([C:6]2[N:11]=[CH:10][C:9]3[CH:12]=[N:13][N:14]([C:15]4[N:20]=[C:19]([N:21]5[CH2:27][CH:26]([OH:28])[CH2:25][N:24]([C:29]([O:31][C:32]([CH3:35])([CH3:34])[CH3:33])=[O:30])[CH2:23][CH2:22]5)[CH:18]=[CH:17][CH:16]=4)[C:8]=3[CH:7]=2)[CH:3]=[N:2]1.FC(F)(F)S(O[CH2:42][C:43]([F:46])([F:45])[F:44])(=O)=O.C([O-])([O-])=O.[K+].[K+]>CN(C=O)C>[OH:28][CH:26]1[CH2:25][N:24]([C:29]([O:31][C:32]([CH3:35])([CH3:34])[CH3:33])=[O:30])[CH2:23][CH2:22][N:21]([C:19]2[CH:18]=[CH:17][CH:16]=[C:15]([N:14]3[C:8]4[CH:7]=[C:6]([C:4]5[CH:5]=[N:1][N:2]([CH2:42][C:43]([F:46])([F:45])[F:44])[CH:3]=5)[N:11]=[CH:10][C:9]=4[CH:12]=[N:13]3)[N:20]=2)[CH2:27]1 |f:2.3.4|. Reported procedure: A suspension of tert-butyl 4-(6-(6-(1H-pyrazol-4-yl)-1H-pyrazolo[4,3-c]pyridin-1-yl)pyridin-2-yl)-6-hydroxy-1,4-diazepane-1-carboxylate (150 mg, 0.32 mmol), 2,2,2-trifluoroethyl trifluoromethanesulfonate (110 mg, 0.48 mmol), and K2CO3 (87 mg, 0.64 mmol) in DMF (10 mL) was stirred at room temperature for 18 hours, which was monitored by LCMS. After completion of the reaction, the reaction mixture was quenched with EtOAc (100 mL), washed with brine (50 mL), dried over MgSO4, concentrated under red... Starting materials: Cl, C=C(OCC)c1cc(C)c(-n2cc(-c3nc(C(C)(CO)CO)oc3-c3ccc(F)cc3F)ccc2=O)c(C)c1, C1CCOC1, O. Yields the product CC(=O)c1cc(C)c(-n2cc(-c3nc(C(C)(CO)CO)oc3-c3ccc(F)cc3F)ccc2=O)c(C)c1. As a reaction SMILES: [ClH:40].[F:1][c:2]1[c:3](-[c:9]2[c:10](-[c:20]3[cH:21][cH:22][c:23](=[O:39])[n:24](-[c:26]4[c:27]([CH3:38])[cH:28][c:29]([C:33](=[CH2:34])[O:35][CH2:36][CH3:37])[cH:30][c:31]4[CH3:32])[cH:25]3)[n:11][c:12]([C:14]([CH2:15][OH:16])([CH3:17])[CH2:18][OH:19])[o:13]2)[cH:4][cH:5][c:6]([F:8])[cH:7]1.[O:42]1[CH2:43][CH2:44][CH2:45][CH2:46]1.[OH2:41]>>[F:1][c:2]1[c:3](-[c:9]2[c:10](-[c:20]3[cH:21][cH:22][c:23](=[O:39])[n:24](-[c:26]4[c:27]([CH3:38])[cH:28][c:29]([C:33]([CH3:34])=[O:35])[cH:30][c:31]4[CH3:32])[cH:25]3)[n:11][c:12]([C:14]([CH2:15][OH:16])([CH3:17])[CH2:18][OH:19])[o:13]2)[cH:4][cH:5][c:6]([F:8])[cH:7]1. Reagents/catalysts: [Pd] (palladium on carbon). Yield: 115.3%. RXN SMILES: Cl.[CH3:2][O:3][C:4]([CH:6]1[C:15]2[C:10](=[CH:11][C:12]([O:18][CH3:19])=[C:13]([O:16][CH3:17])[CH:14]=2)[C:9]([CH2:20][C:21]2[CH:26]=[CH:25][C:24]([O:27][CH3:28])=[C:23]([O:29][CH3:30])[CH:22]=2)=[N:8][CH2:7]1)=[O:5].C1C2C(CCCC2)CCC1.Cl>[Pd].O>[CH3:2][O:3][C:4]([C:6]1[C:15]2[C:10](=[CH:11][C:12]([O:18][CH3:19])=[C:13]([O:16][CH3:17])[CH:14]=2)[C:9]([CH2:20][C:21]2[CH:26]=[CH:25][C:24]([O:27][CH3:28])=[C:23]([O:29][CH3:30])[CH:22]=2)=[N:8][CH:7]=1)=[O:5] |f:0.1|. Run in O (water). Yields the product COC(=O)C1=CN=C(C2=CC(=C(C=C12)OC)OC)CC1=CC(=C(C=C1)OC)OC (6,7-dimethoxy-1-[(3,4-dimethoxyphenyl)methyl]-4-isoquinolinecarboxylic acid methyl ester). Procedure details: A mixture of 3.9 g of 3,4-dihydro-6,7-dimethoxy-1-[(3,4-dimethoxyphenyl)methyl]-4-isoquinoline carboxylic acid methyl ester, hydrochloride, 100 ml of decalin and 2 g of 10% palladium on carbon was stirred and refluxed for 2 hours. The cooled mixture was diluted with water, acidified with 6N hydrochloric acid, and the catalyst was removed by filtration. The aqueous solution was washed with ether, made basic with excess ammonium hydroxide, and the product was extracted with ethyl acetate, dried, a... The reactants are Cl.COC(=O)C1CN=C(C2=CC(=C(C=C12)OC)OC)CC1=CC(=C(C=C1)OC)OC (3,4-dihydro-6,7-dimethoxy-1-[(3,4-dimethoxyphenyl)methyl]-4-isoquinoline carboxylic acid methyl ester, hydrochloride), C1CCCC2CCCCC12 (decalin), Cl (hydrochloric acid). Reactants: FC1=C(C=CC(=C1)F)N1NC=2[C@]3(CC[C@@H](C2C1=O)C3(C)C)C ((4R,7S)-2-(2,4-difluoro-phenyl)-7,8,8-trimethyl-1,2,4,5,6,7-hexahydro-4,7-methano-indazol-3-one), FC1=C(C=CC(=C1)F)N1NC=2[C@]3(CC[C@@H](C2C1=O)C3(C)C)C ((4R,7S)-2-(2,4-difluoro-phenyl)-7,8,8-trimethyl-1,2,4,5,6,7-hexahydro-4,7-methano-indazol-3-one), [I-].[Na+] (sodium iodide), FC1=C(CBr)C=CC(=C1)F (2,4-difluorobenzyl bromide), C(C)(=O)OCC (Ethyl acetate). Solvent: CN(C=O)C (dimethylformamide). Yields the product FC1=C(CN2N(C(C=3[C@@H]4CC[C@](C23)(C4(C)C)C)=O)C4=C(C=C(C=C4)F)F)C=CC(=C1)F ((4R,7S)-1-(2,4-Difluoro-benzyl)-2-(2,4-difluoro-phenyl)-7,8,8-trimethyl-1,2,4,5,6,7-hexahydro-4,7-methano-indazol-3-one). The yield is 57.7%. Reaction SMILES: [F:1][C:2]1[CH:7]=[C:6]([F:8])[CH:5]=[CH:4][C:3]=1[N:9]1[C:17](=[O:18])[C:16]2[C@H:15]3[C:19]([CH3:21])([CH3:20])[C@:12]([CH3:22])([CH2:13][CH2:14]3)[C:11]=2[NH:10]1.[I-].[Na+].[F:25][C:26]1[CH:33]=[C:32]([F:34])[CH:31]=[CH:30][C:27]=1[CH2:28]Br.C(OCC)(=O)C>CN(C)C=O>[F:25][C:26]1[CH:33]=[C:32]([F:34])[CH:31]=[CH:30][C:27]=1[CH2:28][N:10]1[C:11]2[C@:12]3([CH3:22])[C:19]([CH3:21])([CH3:20])[C@@H:15]([CH2:14][CH2:13]3)[C:16]=2[C:17](=[O:18])[N:9]1[C:3]1[CH:4]=[CH:5][C:6]([F:8])=[CH:7][C:2]=1[F:1] |f:1.2|. Procedure details: A solution of (4R,7S)-2-(2,4-difluoro-phenyl)-7,8,8-trimethyl-1,2,4,5,6,7-hexahydro-4,7-methano-indazol-3-one (Intermediate 42; 101 mg, 0.33 mmol), sodium iodide (53 mg, 0.35 mmol) and 2,4-difluorobenzyl bromide (0.22 mL, 1.68 mmol) in dimethylformamide (0.8 mL) was heated under microwave irradiation at 150° C. for 1 h. Ethyl acetate was added and the solution was washed with 10% aqueous sodium thiosulfate (three times), dried (sodium sulfate), filtered, evaporated, and purified on an RS-4g sili... Starting materials: COC([C@@H](NC(=O)C1=C(C=CC=C1Cl)Cl)CC1=CC=C(C=C1)C=1C(N(C(=CC1C(F)(F)F)C)C)=O)=O (N-[(2,6-dichlorophenyl)carbonyl]-4-[1,6-dimethyl-4-(trifluoromethyl)-2-oxo-3-pyridinyl]-L-phenylalanine methyl ester), [OH-].[Na+] (sodium hydroxide). Solvent: C(C)O (ethanol). Conditions: time 5 hour. The product is ClC1=C(C(=CC=C1)Cl)C(=O)N[C@@H](CC1=CC=C(C=C1)C=1C(N(C(=CC1C(F)(F)F)C)C)=O)C(=O)O (N-[(2,6-dichlorophenyl)carbonyl]-4-[1,6-dimethyl-4-(trifluoromethyl)-2-oxo-3-pyridinyl]-L-phenylalanine). The yield is 92.5%. As a reaction SMILES: C[O:2][C:3](=[O:36])[C@H:4]([CH2:16][C:17]1[CH:22]=[CH:21][C:20]([C:23]2[C:24](=[O:35])[N:25]([CH3:34])[C:26]([CH3:33])=[CH:27][C:28]=2[C:29]([F:32])([F:31])[F:30])=[CH:19][CH:18]=1)[NH:5][C:6]([C:8]1[C:13]([Cl:14])=[CH:12][CH:11]=[CH:10][C:9]=1[Cl:15])=[O:7].[OH-].[Na+]>C(O)C>[Cl:15][C:9]1[CH:10]=[CH:11][CH:12]=[C:13]([Cl:14])[C:8]=1[C:6]([NH:5][C@H:4]([C:3]([OH:36])=[O:2])[CH2:16][C:17]1[CH:18]=[CH:19][C:20]([C:23]2[C:24](=[O:35])[N:25]([CH3:34])[C:26]([CH3:33])=[CH:27][C:28]=2[C:29]([F:31])([F:32])[F:30])=[CH:21][CH:22]=1)=[O:7] |f:1.2|. Reported procedure: To a suspension of N-[(2,6-dichlorophenyl)carbonyl]-4-[1,6-dimethyl-4-(trifluoromethyl)-2-oxo-3-pyridinyl]-L-phenylalanine methyl ester (177 mg, 0.326 mmol) in ethanol (6 mL) was added 1N aqueous sodium hydroxide solution (4 mL) at room temperature. The mixture was stirred for 5 h. Then, the ethanol was removed under vacuum and the residue was diluted with water (20 mL). The aqueous solution was washed with diethyl ether (50 mL) to remove any neutral impurities. The aqueous layer was acidified w...